From a dataset of the Open Reaction Database (ORD), a public repository of structured organic reaction records. describe an organic reaction: reactants, conditions, products, and yield As a reaction SMILES: [C:1]([CH3:2])([CH3:3])([CH3:4])[c:5]1[c:6]([CH3:24])[c:7]([CH3:23])[c:8]2[c:9]([c:21]1[CH3:22])[SH:10]([O:17][SiH:18]([CH3:19])[CH3:20])[CH:11]([CH2:13][CH2:14][CH2:15][Cl:16])[O:12]2.[CH3:27][C:28](=[O:29])[CH3:30].[I-:26].[Na+:25]>>[C:1]([CH3:2])([CH3:3])([CH3:4])[c:5]1[c:6]([CH3:24])[c:7]([CH3:23])[c:8]2[c:9]([c:21]1[CH3:22])[SH:10]([O:17][SiH:18]([CH3:19])[CH3:20])[CH:11]([CH2:13][CH2:14][CH2:15][I:26])[O:12]2. The product is Cc1c(C)c(C(C)(C)C)c(C)c2c1OC(CCCI)[SH]2O[SiH](C)C. The reactants are Cc1c(C)c(C(C)(C)C)c(C)c2c1OC(CCCCl)[SH]2O[SiH](C)C, CC(C)=O, [I-], [Na+]. The reactants are N, C1CN(C[C@@H](C1=O)O)S(=O)(=O)C. The reagents and catalysts are c1ccc(cc1)-c2c3ccccc3cc4ccccc24 (9-Phenylanthracene), CC(C)[O-].CC(C)[O-].CC(C)[O-].CC(C)[O-].[Ti+4] (Ti(OiPr)4). Reaction conditions: temperature 25 celsius, time 18 hour. The product is CS(=O)(=O)N1CC[C@@H](N)[C@@H](O)C1. RXN SMILES: [CH3:1][S:2]([N:5]1[CH2:11][C@H:9]([OH:10])[C:8](=O)[CH2:7][CH2:6]1)(=[O:4])=[O:3].[NH3:12].C[C@H]1[C@@H](C(C)(C)[C@H]2C[C@@H]1B([C@@H]3[C@@H](C)[C@@H](C(C)(C)[C@H]4C3)C4)Br)C2>>[CH3:1][S:2]([N:5]1[CH2:11][C@H:9]([OH:10])[C@H:8]([NH2:12])[CH2:7][CH2:6]1)(=[O:4])=[O:3].